This data is from the Open Reaction Database (ORD), a public repository of structured organic reaction records. The task is: describe an organic reaction: reactants, conditions, products, and yield Reactants: Brc1ccncc1, C, CC(C)(C)[O-], Cc1ccccc1, Cl, [Na+], [Pd], c1ccc(P(c2ccccc2)c2ccc3ccccc3c2-c2c(P(c3ccccc3)c3ccccc3)ccc3ccccc23)cc1, CC(C)(C)OC(=O)N1CCN(c2ccc3cc[nH]c3c2)CC1. Product: CC(C)(C)OC(=O)N1CCN(c2ccc3ccn(-c4ccncc4)c3c2)CC1. RXN SMILES: [Br:30][c:31]1[cH:32][cH:33][n:34][cH:35][cH:36]1.[C:83].[CH3:23][C:24]([CH3:25])([O-:26])[CH3:27].[CH3:85][c:86]1[cH:87][cH:88][cH:89][cH:90][cH:91]1.[ClH:29].[Na+:28].[Pd:84].[c:37]1([P:38]([c:39]2[cH:40][cH:41][cH:42][cH:43][cH:44]2)[c:45]2[cH:46][cH:47][c:48]3[c:49]([cH:50][cH:51][cH:52][cH:53]3)[c:54]2-[c:55]2[c:56]3[c:57]([cH:58][cH:59][cH:60][cH:61]3)[cH:62][cH:63][c:64]2[P:65]([c:66]2[cH:67][cH:68][cH:69][cH:70][cH:71]2)[c:72]2[cH:73][cH:74][cH:75][cH:76][cH:77]2)[cH:78][cH:79][cH:80][cH:81][cH:82]1.[nH:1]1[cH:2][cH:3][c:4]2[cH:5][cH:6][c:7]([N:10]3[CH2:11][CH2:12][N:13]([C:16](=[O:17])[O:18][C:19]([CH3:20])([CH3:21])[CH3:22])[CH2:14][CH2:15]3)[cH:8][c:9]12>>[n:1]1(-[c:31]2[cH:32][cH:33][n:34][cH:35][cH:36]2)[cH:2][cH:3][c:4]2[cH:5][cH:6][c:7]([N:10]3[CH2:11][CH2:12][N:13]([C:16](=[O:17])[O:18][C:19]([CH3:20])([CH3:21])[CH3:22])[CH2:14][CH2:15]3)[cH:8][c:9]12. Reactants: NC=1C=CC(=C2CN(C(C12)=O)C)C=1C=NN(C1)CCCO (7-amino-4-[1-(3-hydroxypropyl)-1H-pyrazol-4-yl]-2-methyl-2,3-dihydro-1H-isoindol-1-one), C(=O)(C(F)(F)F)O (TFA), ClC1=NC(=NC=C1C(F)(F)F)NC1=C(C=C(CP(OCC)(OCC)=O)C=C1)OC (diethyl (4-{[4-chloro-5-(trifluoromethyl)pyrimidin-2-yl]amino}-3-methoxybenzyl)phosphonate), NC=1C=CC(=C2CN(C(C12)=O)C)C=1C=NN(C1)CCCO (7-amino-4-[1-(3-hydroxypropyl)-1H-pyrazol-4-yl]-2-methyl-2,3-dihydro-1H-isoindol-1-one), N (NH3), CO (MeOH). Run at temperature 105 celsius, time 45 minute. Product: OCCCN1N=CC(=C1)C=1C=CC(=C2C(N(CC12)C)=O)NC1=NC(=NC=C1C(F)(F)F)NC1=C(C=C(CP(OCC)(OCC)=O)C=C1)OC (Diethyl (4-{[4-({7-[1-(3-hydroxypropyl)-1H-pyrazol-4-yl]-2-methyl-3-oxo-2,3-dihydro-1H-isoindol-4-yl}amino)-5-(trifluoromethyl)pyrimidin-2-yl]amino}-3-methoxybenzyl)phosphonate), title material. RXN SMILES: Cl[C:2]1[C:7]([C:8]([F:11])([F:10])[F:9])=[CH:6][N:5]=[C:4]([NH:12][C:13]2[CH:27]=[CH:26][C:16]([CH2:17][P:18](=[O:25])([O:22][CH2:23][CH3:24])[O:19][CH2:20][CH3:21])=[CH:15][C:14]=2[O:28][CH3:29])[N:3]=1.[NH2:30][C:31]1[CH:32]=[CH:33][C:34]([C:42]2[CH:43]=[N:44][N:45]([CH2:47][CH2:48][CH2:49][OH:50])[CH:46]=2)=[C:35]2[C:39]=1[C:38](=[O:40])[N:37]([CH3:41])[CH2:36]2.C(O)(C(F)(F)F)=O.N.CO>>[OH:50][CH2:49][CH2:48][CH2:47][N:45]1[CH:46]=[C:42]([C:34]2[CH:33]=[CH:32][C:31]([NH:30][C:2]3[C:7]([C:8]([F:10])([F:11])[F:9])=[CH:6][N:5]=[C:4]([NH:12][C:13]4[CH:27]=[CH:26][C:16]([CH2:17][P:18](=[O:25])([O:22][CH2:23][CH3:24])[O:19][CH2:20][CH3:21])=[CH:15][C:14]=4[O:28][CH3:29])[N:3]=3)=[C:39]3[C:35]=2[CH2:36][N:37]([CH3:41])[C:38]3=[O:40])[CH:43]=[N:44]1. Procedure details: The title compound was prepared according to the procedure for Example 102 using diethyl (4-{[4-chloro-5-(trifluoromethyl)pyrimidin-2-yl]amino}-3-methoxybenzyl)phosphonate (897 mg, 1.98 mmol) and 7-amino-4-[1-(3-hydroxypropyl)-1H-pyrazol-4-yl]-2-methyl-2,3-dihydro-1H-isoindol-1-one (Compound 289A, 633.5 mg, 2.212 mmol). in TFE (12 mL) was charged with TFA (654.2 mg, 5.737 mmol) and irradiated by microwave heating [Biotage, 105° C.] for 1 h. The reaction mixture was transferred to a round bottom ... The reactants are COC1(CC(C1)(C(=O)OC(C)C)C(=O)OC(C)C)OC (Diisopropyl 3,3-dimethoxy-cyclobutane-1,1-dicarboxylate), [H-].[Al+3].[Li+].[H-].[H-].[H-] (Lithium aluminum hydride). The solvent is CCOCC (ether), CCOCC (ether), C(C)OCC (diethyl ether). Product: OCC1(CC(C1)(OC)OC)CO (3.3-Bis(hydroxymethyl)-1,1-dimethoxycyclobutane). Isolated yield 41.2%. RXN SMILES: [CH3:1][O:2][C:3]1([O:19][CH3:20])[CH2:6][C:5]([C:13](OC(C)C)=[O:14])([C:7](OC(C)C)=[O:8])[CH2:4]1.[H-].[Al+3].[Li+].[H-].[H-].[H-]>C(OCC)C>[OH:8][CH2:7][C:5]1([CH2:13][OH:14])[CH2:4][C:3]([O:2][CH3:1])([O:19][CH3:20])[CH2:6]1 |f:1.2.3.4.5.6|. Reported procedure: Diisopropyl 3,3-dimethoxy-cyclobutane-1,1-dicarboxylate (6.0 g, 20.8 mmol), prepared as described by P. E. Pigou and C. H. Schiesser, J Org Chem, 53, 3841-3 (1988), was dissolved in 200 mL of anhydrous diethyl ether and the ether solution was cooled to 0° C. with stirring under a nitrogen atmosphere. Lithium aluminum hydride (1.6 g, 42 mmol) was added to the ether solution in portions and the reaction mixture was stirred at 0° C. for 0.5 h. The reaction was then quenched by the addition of 1.6 m... Reactants: CC=1C=C2CCCNC2=CC1 (6-methyl-1,2,3,4-tetrahydroquinoline), ClC1=NC=NC2=CC(=C(C=C12)OC)OC (4-chloro-6,7-dimethoxy-quinazoline). The solvent is CC(C)O (i-PrOH). Yields the product COC=1C=C2C(=NC=NC2=CC1OC)N1CCCC2=CC(=CC=C12)C (6,7-Dimethoxy-4-(6-methyl-3,4-dihydro-2H-quinolin-1-yl)-quinazoline). Isolated yield 94.0%. As a reaction SMILES: [CH3:1][C:2]1[CH:3]=[C:4]2[C:9](=[CH:10][CH:11]=1)[NH:8][CH2:7][CH2:6][CH2:5]2.Cl[C:13]1[C:22]2[C:17](=[CH:18][C:19]([O:25][CH3:26])=[C:20]([O:23][CH3:24])[CH:21]=2)[N:16]=[CH:15][N:14]=1>CC(O)C>[CH3:24][O:23][C:20]1[CH:21]=[C:22]2[C:17](=[CH:18][C:19]=1[O:25][CH3:26])[N:16]=[CH:15][N:14]=[C:13]2[N:8]1[C:9]2[C:4](=[CH:3][C:2]([CH3:1])=[CH:11][CH:10]=2)[CH2:5][CH2:6][CH2:7]1. Reported procedure: Utilizing a procedure analogous to that described in Example 2, this product was prepared in 94% yield from 6-methyl-1,2,3,4-tetrahydroquinoline (2 eq.) and 4-chloro-6,7-dimethoxy-quinazoline (1.0 eq) in i-PrOH. (M.P. 147°-148° C.; LC-MS: 336 (MH+); anal. RP18-HPLC RT: 4.51 min.). The reactants are C1(=CC=CC=C1)[C@@H]1N=C(N([C@@H]1C1=CC=CC=C1)C(=O)OC(C)(C)C)SC (cis-4,5-Diphenyl-2-methylthio-4,5-dihydro-imidazole-1-carboxylic acid, tert-butyl ester), FC=1C=C(CN)C=C(C1)F (3,5-difluorobenzylamine). Run in CO (MeOH). Conditions: temperature 100 celsius. Product: C(C)(C)(C)OC(=O)N1C(=N[C@H]([C@H]1C1=CC=CC=C1)C1=CC=CC=C1)NCC1=CC(=CC(=C1)F)F (2-(3,5-Difluorobenzylamino)-cis-4,5-diphenyl-4,5-dihydro-imidazole-1-carboxylic acid tert-butyl ester). The yield is 44.4%. RXN SMILES: [C:1]1([C@H:7]2[C@@H:11]([C:12]3[CH:17]=[CH:16][CH:15]=[CH:14][CH:13]=3)[N:10]([C:18]([O:20][C:21]([CH3:24])([CH3:23])[CH3:22])=[O:19])[C:9](SC)=[N:8]2)[CH:6]=[CH:5][CH:4]=[CH:3][CH:2]=1.[F:27][C:28]1[CH:29]=[C:30]([CH:33]=[C:34]([F:36])[CH:35]=1)[CH2:31][NH2:32]>CO>[C:21]([O:20][C:18]([N:10]1[C@H:11]([C:12]2[CH:17]=[CH:16][CH:15]=[CH:14][CH:13]=2)[C@H:7]([C:1]2[CH:6]=[CH:5][CH:4]=[CH:3][CH:2]=2)[N:8]=[C:9]1[NH:32][CH2:31][C:30]1[CH:29]=[C:28]([F:27])[CH:35]=[C:34]([F:36])[CH:33]=1)=[O:19])([CH3:24])([CH3:23])[CH3:22]. Procedure details: A mixture of intermediate 59 (0.50 g, 1.36 mmol), 3,5-difluorobenzylamine (0.481 mL, 4.07 mmol) and MeOH (0.1 mL) is heated at 100° C. for 3 days. The reaction mixture is cooled to RT, and is purified by chromatography on silica gel; gradient elution with heptane:EtOAc (75:25-60:40) gives 0.28 g of the product 89. 1H NMR (CDCl3) δ 7.10-6.60 (m, 14 H), 5.45-5.35 (m, 2 H), 4.75-4.55 (m, 2 H), 1.16 (s, 9 H); MS: m/z 464 (M++1). The reactants are O=S(=O)(Cl)c1ccc(Br)cc1Cl, C1CCOC1, CC(=O)[O-], CI, CCO, NN, [Na+], O. The product is CS(=O)(=O)c1ccc(Br)cc1Cl. Reaction SMILES: [Br:4][c:5]1[cH:6][c:7]([Cl:15])[c:8]([S:11](=[O:12])(=[O:13])[Cl:14])[cH:9][cH:10]1.[CH2:23]1[O:24][CH2:25][CH2:26][CH2:27]1.[CH3:17][C:18](=[O:19])[O-:20].[CH3:21][I:22].[CH3:28][CH2:29][OH:30].[NH2:2][NH2:3].[Na+:16].[OH2:1]>>[Br:4][c:5]1[cH:6][c:7]([Cl:15])[c:8]([S:11](=[O:12])(=[O:13])[CH3:17])[cH:9][cH:10]1.